From a dataset of the Open Reaction Database (ORD), a public repository of structured organic reaction records. describe an organic reaction: reactants, conditions, products, and yield The reactants are CC(=O)O[BH-](OC(C)=O)OC(C)=O, O=CCCCC(=O)NC1Cc2ccccc2C1, CCCNC1CCc2ncsc2C1, ClCCCl, [Na+]. Product: CCCN(CCCCC(=O)NC1Cc2ccccc2C1)C1CCc2ncsc2C1. Reaction SMILES: [C:31]([O:32][BH-:33]([O:34][C:35](=[O:36])[CH3:37])[O:38][C:39](=[O:40])[CH3:41])(=[O:42])[CH3:43].[CH2:14]1[CH:15]([NH:23][C:24]([CH2:25][CH2:26][CH2:27][CH:28]=[O:29])=[O:30])[CH2:16][c:17]2[cH:18][cH:19][cH:20][cH:21][c:22]21.[CH2:1]([CH2:2][CH3:3])[NH:4][CH:5]1[CH2:6][c:7]2[c:8]([n:9][cH:10][s:11]2)[CH2:12][CH2:13]1.[Cl:45][CH2:46][CH2:47][Cl:48].[Na+:44]>>[CH2:1]([CH2:2][CH3:3])[N:4]([CH:5]1[CH2:6][c:7]2[c:8]([n:9][cH:10][s:11]2)[CH2:12][CH2:13]1)[CH2:28][CH2:27][CH2:26][CH2:25][C:24]([NH:23][CH:15]1[CH2:14][c:22]2[c:17]([cH:18][cH:19][cH:20][cH:21]2)[CH2:16]1)=[O:30]. The reactants are COC=1C=C(C=CC1NC(=O)NC1=C(C=CC=C1)C)CC(=O)NC1=CC=C(C=C1)I (4-{3-methoxy-4-[3-(2-methylphenyl)ureido]phenylacetylamino}-iodobenzene), C(CCC)N(CCCC)CCCC (tributylamine), C(C=C)(=O)OC(C)(C)C (tert-butyl acrylate), Cl (hydrochloric acid). Reagents/catalysts: C(C)(=O)[O-].[Pd+2].C(C)(=O)[O-] (palladium acetate), C1(=C(C=CC=C1)P(C1=C(C=CC=C1)C)C1=C(C=CC=C1)C)C (tri-(o-tolyl)phosphine). Run in CN(C=O)C (dimethylformamide), C(C)(=O)OCC (ethyl acetate). Conditions: temperature 100 celsius, time 4 hour. Product: C(C)(C)(C)OC(C=CC1=CC=C(C=C1)NC(CC1=CC(=C(C=C1)NC(=O)NC1=C(C=CC=C1)C)OC)=O)=O (3-(4-{3-Methoxy-4-[3-(2-methylphenyl)ureido]phenylacetylamino}phenyl)-propenoic acid tert-butyl ester). Yield: 90.0%. Reaction SMILES: [CH3:1][O:2][C:3]1[CH:4]=[C:5]([CH2:20][C:21]([NH:23][C:24]2[CH:29]=[CH:28][C:27](I)=[CH:26][CH:25]=2)=[O:22])[CH:6]=[CH:7][C:8]=1[NH:9][C:10]([NH:12][C:13]1[CH:18]=[CH:17][CH:16]=[CH:15][C:14]=1[CH3:19])=[O:11].C(N(CCCC)CCCC)CCC.[C:44]([O:48][C:49]([CH3:52])([CH3:51])[CH3:50])(=[O:47])[CH:45]=[CH2:46].Cl>CN(C)C=O.C([O-])(=O)C.[Pd+2].C([O-])(=O)C.C1(C)C=CC=CC=1P(C1C=CC=CC=1C)C1C=CC=CC=1C.C(OCC)(=O)C>[C:49]([O:48][C:44](=[O:47])[CH:45]=[CH:46][C:27]1[CH:28]=[CH:29][C:24]([NH:23][C:21](=[O:22])[CH2:20][C:5]2[CH:6]=[CH:7][C:8]([NH:9][C:10]([NH:12][C:13]3[CH:18]=[CH:17][CH:16]=[CH:15][C:14]=3[CH3:19])=[O:11])=[C:3]([O:2][CH3:1])[CH:4]=2)=[CH:25][CH:26]=1)([CH3:52])([CH3:51])[CH3:50] |f:5.6.7|. Procedure details: A mixture of 4-{3-methoxy-4-[3-(2-methylphenyl)ureido]phenylacetylamino}-iodobenzene [4.0 g, Reference Example 9(a)], palladium acetate (50 mg), tri-(o-tolyl)phosphine (125 mg) and tributylamine (1.85 g) in anhydrous dimethylformamide (10 ml) was treated with tert-butyl acrylate (1.0 g). The reaction mixture was stirred at 100° C. under an atmosphere of nitrogen for 4 hours then cooled to room temperature and then poured into a mixture of ethyl acetate (50 ml) and hydrochloric acid (50 ml, 1M). ... Reactants: FC1=C(NC=2C(=CN(C(C2)=O)C)C(=O)NCCCO)C=CC(=C1)I (4-(2-Fluoro-4-iodoanilino)-N-(3-hydroxypropyl)-1-methyl-6-oxo-1,6-dihydro-3-pyridinecarboxamide), C(C#C)O (propargyl alcohol). Reagents/catalysts: [Cu]I (CuI), Cl[Pd]([P](C1=CC=CC=C1)(C2=CC=CC=C2)C3=CC=CC=C3)([P](C4=CC=CC=C4)(C5=CC=CC=C5)C6=CC=CC=C6)Cl ((Ph3P)2PdCl2). The solvent is C1CCOC1.CN(C)C=O (THF DMF). Yields the product FC1=C(NC=2C(=CN(C(C2)=O)C)C(=O)NCCCO)C=CC(=C1)C#CCO (4-[2-fluoro-4-(3-hydroxy-1-propynyl)anilino]-N-(3-hydroxypropyl)-1-methyl-6-oxo-1,6-dihydro-3-pyridinecarboxamide). Isolated yield 89.0%. RXN SMILES: [F:1][C:2]1[CH:23]=[C:22](I)[CH:21]=[CH:20][C:3]=1[NH:4][C:5]1[C:6]([C:13]([NH:15][CH2:16][CH2:17][CH2:18][OH:19])=[O:14])=[CH:7][N:8]([CH3:12])[C:9](=[O:11])[CH:10]=1.[CH2:25]([OH:28])[C:26]#[CH:27]>C1COCC1.CN(C=O)C.[Cu]I.Cl[Pd](Cl)([P](C1C=CC=CC=1)(C1C=CC=CC=1)C1C=CC=CC=1)[P](C1C=CC=CC=1)(C1C=CC=CC=1)C1C=CC=CC=1>[F:1][C:2]1[CH:23]=[C:22]([C:27]#[C:26][CH2:25][OH:28])[CH:21]=[CH:20][C:3]=1[NH:4][C:5]1[C:6]([C:13]([NH:15][CH2:16][CH2:17][CH2:18][OH:19])=[O:14])=[CH:7][N:8]([CH3:12])[C:9](=[O:11])[CH:10]=1 |f:2.3,^1:43,62|. Procedure details: 4-(2-Fluoro-4-iodoanilino)-N-(3-hydroxypropyl)-1-methyl-6-oxo-1,6-dihydro-3-pyridinecarboxamide was reacted with propargyl alcohol in the presence of CuI, (Ph3P)2PdCl2 and TEA in THF/DMF (1:1) as for example 2. The residue resulting from removal of the reaction solvents under reduced pressure was purified by column chromatography on silica gel (10% MeOH/CH2Cl2 as eluant) to give 4-[2-fluoro-4-(3-hydroxy-1-propynyl)anilino]-N-(3-hydroxypropyl)-1-methyl-6-oxo-1,6-dihydro-3-pyridinecarboxamide as a... Starting materials: C1(CC1)S(=O)(=O)N (Cyclopropanesulfonamide), C(C)(C)(C)OC(=O)N[C@]1([C@H](C1)C=C)C(=O)O ((1R,2R)-1-(tert-Butoxycarbonylamino)-2-vinyl-cyclopropane-1-carboxylic acid), ClC(C)Cl (dichloroethane), C1CCC2=NCCCN2CC1 (DBU), C(=O)(N1C=NC=C1)N1C=NC=C1 (1,1′-Carbonyldiimidazole). Reaction conditions: temperature 50 celsius, time 15 hour. The product is C(C)(C)(C)OC(=O)N[C@]1([C@H](C1)C=C)C(=O)C1(CC1)S(=O)(=O)N ((1R,2R)-1-(tert-butoxycarbonylamino)-2-vinyl-cyclopropane-1-carbonyl-cyclopropanesulfonamide). The yield is 44.8%. As a reaction SMILES: [C:1]([O:5][C:6]([NH:8][C@:9]1([C:14]([OH:16])=O)[CH2:11][C@@H:10]1[CH:12]=[CH2:13])=[O:7])([CH3:4])([CH3:3])[CH3:2].ClC(Cl)C.C(N1C=CN=C1)(N1C=CN=C1)=O.[CH:33]1([S:36]([NH2:39])(=[O:38])=[O:37])[CH2:35][CH2:34]1.C1CCN2C(=NCCC2)CC1>>[C:1]([O:5][C:6]([NH:8][C@:9]1([C:14]([C:33]2([S:36]([NH2:39])(=[O:38])=[O:37])[CH2:35][CH2:34]2)=[O:16])[CH2:11][C@@H:10]1[CH:12]=[CH2:13])=[O:7])([CH3:2])([CH3:3])[CH3:4]. Procedure: (1R,2R)-1-(tert-Butoxycarbonylamino)-2-vinyl-cyclopropane-1-carboxylic acid (1.72 g, 7.57 mmol., 1.0 eq.) and dichloroethane (38 mL) were charged into a 100 mL round bottom flask. 1,1′-Carbonyldiimidazole (1.72 g, 10.61 mmol., 1.4 eq.) was added portionwise and the reaction mixture stirred at 50° C. for 15 hours. Cyclopropanesulfonamide (2.47 g, 20.4 mmol., 2.7 eq.) was added portionwise followed by dropwise addition of DBU (3.11 g, 20.4 mmol., 2.7 eq.). Stirring was continued at 50° C. for a fu... Reactants: C(C)OC(=O)C=1N=C(N(C(C1O)=O)C)C1=C(C=CC=C1F)F (2-(2,6-difluoro-phenyl)-5-hydroxy-1-methyl-6-oxo-1,6-dihydro-pyrimidine-4-carboxylic acid ethyl ester), C(C1=CC=CC=C1)N (benzylamine). The product is C(C1=CC=CC=C1)NC(=O)C=1N=C(N(C(C1O)=O)C)C1=CC=CC=C1 (N-benzyl-5-hydroxy-1-methyl-6-oxo-2-phenyl-1,6-dihydropyrimidine-4-carboxamide), solid. Yield: 61.0%. Reaction SMILES: C(O[C:4]([C:6]1[N:7]=[C:8]([C:15]2[C:20](F)=[CH:19][CH:18]=[CH:17][C:16]=2F)[N:9]([CH3:14])[C:10](=[O:13])[C:11]=1[OH:12])=[O:5])C.[CH2:23]([NH2:30])[C:24]1[CH:29]=[CH:28][CH:27]=[CH:26][CH:25]=1>>[CH2:23]([NH:30][C:4]([C:6]1[N:7]=[C:8]([C:15]2[CH:16]=[CH:17][CH:18]=[CH:19][CH:20]=2)[N:9]([CH3:14])[C:10](=[O:13])[C:11]=1[OH:12])=[O:5])[C:24]1[CH:29]=[CH:28][CH:27]=[CH:26][CH:25]=1. Procedure: Prepared according to the procedure described for example 2 from 2-(2,6-difluoro-phenyl)-5-hydroxy-1-methyl-6-oxo-1,6-dihydro-pyrimidine-4-carboxylic acid ethyl ester (62 mg, 0.2 mmol) and benzylamine (64 mg, 0.6 mmol). The title product was obtained as a white solid (45 mg, 61% yield). 1HNMR (500 MHz, CDCl3) δ:). 12.38 (1H, s), 7.82 (1H, br s), 7.53–7.47 (1H, m), 7.37–7.29 (5H, m), 7.25–7.26 (2H, m), 7.07–7.04 (2H, m), 4.60 (2H, d, J=5.8 Hz), 3.42 (3H, s). HRMS calcd for C19H16F2N3O3 (M+H): 372... Starting materials: C1=CC=CC=C1 (benzene), N1=C(Cl)N=C(Cl)N=C1Cl (cyanuric chloride), [Cl-].[Al+3].[Cl-].[Cl-] (aluminum chloride), Cl (HCl). Solvent: ClC1=C(C=CC=C1)Cl (o-dichlorobenzene). Reaction conditions: time 10 minute. Yields the product ClC1=NC(=NC(=N1)C1=CC=CC=C1)C1=CC=CC=C1 (2-chloro-4,6-bisphenyl-1,3,5-triazine). As a reaction SMILES: [N:1]1[C:8](Cl)=[N:7][C:5](Cl)=[N:4][C:2]=1[Cl:3].[Cl-].[Al+3].[Cl-].[Cl-].Cl.[CH:15]1[CH:20]=[CH:19][CH:18]=[CH:17][CH:16]=1>ClC1C=CC=CC=1Cl>[Cl:3][C:2]1[N:4]=[C:5]([C:15]2[CH:20]=[CH:19][CH:18]=[CH:17][CH:16]=2)[N:7]=[C:8]([C:15]2[CH:20]=[CH:19][CH:18]=[CH:17][CH:16]=2)[N:1]=1 |f:1.2.3.4|. Procedure details: To a stirring mixture of 1 eq of cyanuric chloride and 3 eq of aluminum chloride in o-dichlorobenzene at ice bath temperature was added concentrated HCl (13 wt % based on cyanuric chloride). After 10 minutes, 1.95 eq of benzene was added and the reaction mixture stirred at ice bath temperature for 10 minutes. The cooling bath was removed, the reaction was allowed to warm to room temperature, and stirred. After 26 h at room temperature, an HPLC analysis indicated about 86% cyanuric chloride conve...